From a dataset of the Open Reaction Database (ORD), a public repository of structured organic reaction records. describe an organic reaction: reactants, conditions, products, and yield Reactants: CN(C)C=O, O=[N+]([O-])c1cccnc1Cl, Cl, NCc1ccc(F)cc1, [I-], [K+], [Na+], [Na+], O=C([O-])[O-]. Product: O=[N+]([O-])c1cccnc1NCc1ccc(F)cc1. RXN SMILES: [CH3:29][N:30]([CH3:31])[CH:32]=[O:33].[Cl:11][c:12]1[n:13][cH:14][cH:15][cH:16][c:17]1[N+:18](=[O:19])[O-:20].[ClH:1].[F:2][c:3]1[cH:4][cH:5][c:6]([CH2:9][NH2:10])[cH:7][cH:8]1.[I-:28].[K+:27].[Na+:21].[Na+:22].[O-:23][C:24](=[O:25])[O-:26]>>[F:2][c:3]1[cH:4][cH:5][c:6]([CH2:9][NH:10][c:12]2[n:13][cH:14][cH:15][cH:16][c:17]2[N+:18](=[O:19])[O-:20])[cH:7][cH:8]1.